Dataset: the Open Reaction Database (ORD), a public repository of structured organic reaction records. Task: describe an organic reaction: reactants, conditions, products, and yield RXN SMILES: [NH2:1][C:2]1[C:10]([NH2:11])=[CH:9][CH:8]=[C:7]2[C:3]=1/[C:4](=[CH:13]/[C:14]1[NH:15][CH:16]=[CH:17][C:18]=1[O:19][CH3:20])/[C:5](=[O:12])[NH:6]2.Cl.[CH:22](N)=N.O>C(O)C>[CH3:20][O:19][C:18]1[CH:17]=[CH:16][NH:15][C:14]=1/[CH:13]=[C:4]1\[C:5](=[O:12])[NH:6][C:7]2[CH:8]=[CH:9][C:10]3[NH:11][CH:22]=[N:1][C:2]=3[C:3]\1=2 |f:1.2|. Yields the product COC1=C(NC=C1)\C=C\1/C(NC2=C1C1=C(NC=N1)C=C2)=O ((Z)-8-[(3-methoxy-1H-pyrrol-2-yl)methylene]-3,6,7,8-tetrahydro-pyrrolo-[3,2-e]benzimidazol-7-one). The reactants are NC1=C2/C(/C(NC2=CC=C1N)=O)=C/C=1NC=CC1OC ((Z)-4,5-diamino-1,3-dihydro-3-[(3-methoxy-1H-pyrrol-2-yl)methylene]-2H-indol-2-one), Cl.C(=N)N (formamidine hydrochloride), O (water). The solvent is C(C)O (ethanol). Reported procedure: A mixture of (Z)-4,5-diamino-1,3-dihydro-3-[(3-methoxy-1H-pyrrol-2-yl) methylene]-2H-indol-2-one (60 mg, 0.22 mmol) (from Example 15 above) and formamidine hydrochloride (177 mg, 2.2 mmol) (Aldrich) in ethanol (3 mL) was heated at reflux for 45 min. The mixture was cooled to room temperature, and water was slowly added to induce precipitation. The precipitate was collected by suction filtration, washed with water and dried in a vacuum oven overnight to give (Z)-8-[(3-methoxy-1H-pyrrol-2-yl)methy...